Dataset: the Open Reaction Database (ORD), a public repository of structured organic reaction records. Task: describe an organic reaction: reactants, conditions, products, and yield Starting materials: C(=O)C1=C(C=CC=C1)B(O)O (2-formylphenylboronic acid), BrC1=CSC=C1 (3-bromo-thiophene), C([O-])([O-])=O.[Na+].[Na+] (sodium carbonate). The reagents and catalysts are Cl[Pd]([P](C1=CC=CC=C1)(C2=CC=CC=C2)C3=CC=CC=C3)([P](C4=CC=CC=C4)(C5=CC=CC=C5)C6=CC=CC=C6)Cl (dichlorobis-(triphenylphosphine)-palladium(II)). Solvent: C(C)#N (acetonitrile). Reaction conditions: temperature 150 celsius. Product: S1C=C(C=C1)C1=C(C=O)C=CC=C1 (2-thiophen-3-yl-benzaldehyde). Isolated yield 56.0%. RXN SMILES: [CH:1]([C:3]1[CH:8]=[CH:7][CH:6]=[CH:5][C:4]=1B(O)O)=[O:2].Br[C:13]1[CH:17]=[CH:16][S:15][CH:14]=1.C(=O)([O-])[O-].[Na+].[Na+]>Cl[Pd](Cl)([P](C1C=CC=CC=1)(C1C=CC=CC=1)C1C=CC=CC=1)[P](C1C=CC=CC=1)(C1C=CC=CC=1)C1C=CC=CC=1.C(#N)C>[S:15]1[CH:16]=[CH:17][C:13]([C:4]2[CH:5]=[CH:6][CH:7]=[CH:8][C:3]=2[CH:1]=[O:2])=[CH:14]1 |f:2.3.4,^1:26,45|. Reported procedure: A microwave vial (20 ml) was charged with 2-formylphenylboronic acid (290 mg, 2.0 mmol), 3-bromo-thiophene (326 mg, 2.0 mmol), and 8 ml of acetonitrile. To this mixture was added 4 ml of aqueous sodium carbonate (1M), followed by 50 mg of dichlorobis-(triphenylphosphine)-palladium(II). The reaction vessel was sealed and heated at 150° C. for 5 minutes with microwave irradiation. After cooling, the reaction mixture was extracted with ethylacetate. The organic layer was evaporated to provide a cru... Reported procedure: A solution of 500 mg (2.42 mmol) of methyl 3-(difluoromethoxy)-1-methyl-1H-pyrazole-5-carboxylate in 20 ml of acetonitrile is admixed with 665 mg (1.21 mmol) of ammonium cerium(IV) nitrate and 369 mg (1.45 mmol) of iodine and heated under reflux for three hours and afterstirred at room temperature overnight. The reaction mixture is diluted with water and ethyl acetate, and the organic phase is washed with saturated sodium thiosulphate solution, dried over sodium sulphate, filtered and concentrat... Run in C(C)#N (acetonitrile), O (water), C(C)(=O)OCC (ethyl acetate). Starting materials: FC(OC1=NN(C(=C1)C(=O)OC)C)F (methyl 3-(difluoromethoxy)-1-methyl-1H-pyrazole-5-carboxylate), [N+](=O)([O-])[O-].[Ce+4].[NH4+].[N+](=O)([O-])[O-].[N+](=O)([O-])[O-].[N+](=O)([O-])[O-].[N+](=O)([O-])[O-] (ammonium cerium(IV) nitrate), II (iodine). As a reaction SMILES: [F:1][CH:2]([F:14])[O:3][C:4]1[CH:8]=[C:7]([C:9]([O:11][CH3:12])=[O:10])[N:6]([CH3:13])[N:5]=1.[N+]([O-])([O-])=O.[Ce+4].[NH4+].[N+]([O-])([O-])=O.[N+]([O-])([O-])=O.[N+]([O-])([O-])=O.[N+]([O-])([O-])=O.[I:37]I>C(#N)C.O.C(OCC)(=O)C>[F:14][CH:2]([F:1])[O:3][C:4]1[C:8]([I:37])=[C:7]([C:9]([O:11][CH3:12])=[O:10])[N:6]([CH3:13])[N:5]=1 |f:1.2.3.4.5.6.7|. Product: FC(OC1=NN(C(=C1I)C(=O)OC)C)F (Methyl 3-(difluoromethoxy)-4-iodo-1-methyl-1H-pyrazole-5-carboxylate). The reactants are C1COCCN1, ClCCl, O=C(Cl)c1ccc([N+](=O)[O-])c([N+](=O)[O-])c1. Reaction SMILES: [CH2:16]1[CH2:17][O:18][CH2:19][CH2:20][NH:21]1.[CH2:22]([Cl:23])[Cl:24].[N+:1](=[O:2])([O-:3])[c:4]1[cH:5][c:6]([C:7](=[O:8])[Cl:9])[cH:10][cH:11][c:12]1[N+:13](=[O:14])[O-:15]>>[N+:1](=[O:2])([O-:3])[c:4]1[cH:5][c:6]([C:7](=[O:8])[N:21]2[CH2:16][CH2:17][O:18][CH2:19][CH2:20]2)[cH:10][cH:11][c:12]1[N+:13](=[O:14])[O-:15]. Product: O=C(c1ccc([N+](=O)[O-])c([N+](=O)[O-])c1)N1CCOCC1. Starting materials: O (water), COC1=C(C=CC(=C1)[N+](=O)[O-])[O-].[K+] (potassium 2-methoxy-4-nitro-phenolate), Cl.ClCCN1CCCC1 (1-(2-chloro-ethyl)-pyrrolidine hydrochloride), C([O-])([O-])=O.[Cs+].[Cs+] (cesium carbonate). Solvent: CN(C)C=O (DMF). Reaction conditions: temperature 80 celsius. The product is COC1=C(OCCN2CCCC2)C=CC(=C1)[N+](=O)[O-] (1-[2-(2-Methoxy-4-nitro-phenoxy)-ethyl]-pyrrolidine). As a reaction SMILES: [CH3:1][O:2][C:3]1[CH:8]=[C:7]([N+:9]([O-:11])=[O:10])[CH:6]=[CH:5][C:4]=1[O-:12].[K+].Cl.Cl[CH2:16][CH2:17][N:18]1[CH2:22][CH2:21][CH2:20][CH2:19]1.C(=O)([O-])[O-].[Cs+].[Cs+].O>CN(C=O)C>[CH3:1][O:2][C:3]1[CH:8]=[C:7]([N+:9]([O-:11])=[O:10])[CH:6]=[CH:5][C:4]=1[O:12][CH2:16][CH2:17][N:18]1[CH2:22][CH2:21][CH2:20][CH2:19]1 |f:0.1,2.3,4.5.6|. Procedure details: A suspension of potassium 2-methoxy-4-nitro-phenolate (2.0 g, 9.7 mmol), 1-(2-chloro-ethyl)-pyrrolidine hydrochloride (2.0 g, 12 mmol) and cesium carbonate (7.0, 22 mmol) in DMF (35 mL) was heated at 80° C. for 16 h. The mixture was allowed to cool to room temperature, poured into water (60 mL) and extracted with EtOAc (2×50 mL). The combined extracts were washed with brine, dried over anhydrous Na2SO4 and filtered. The filtrate was concentrated and used in the next step without purification. The reactants are CCO, CC(C)=O, O=C1Nc2cccnc2N(C(=O)Cl)c2ccccc21, C1CCCN(CCC2CCCNC2)CC1, O. Product: O=C1Nc2cccnc2N(C(=O)N2CCCC(CCN3CCCCCC3)C2)c2ccccc21, Cl. Reaction SMILES: [CH2:40]([OH:41])[CH3:42].[CH3:35][C:36]([CH3:37])=[O:38].[Cl:1][C:2](=[O:3])[N:4]1[c:5]2[c:6]([cH:16][cH:17][cH:18][n:19]2)[NH:7][C:8](=[O:15])[c:9]2[c:10]1[cH:11][cH:12][cH:13][cH:14]2.[N:20]1([CH2:27][CH2:28][CH:29]2[CH2:30][NH:31][CH2:32][CH2:33][CH2:34]2)[CH2:21][CH2:22][CH2:23][CH2:24][CH2:25][CH2:26]1.[OH2:39]>>[C:2](=[O:3])([N:4]1[c:5]2[c:6]([cH:16][cH:17][cH:18][n:19]2)[NH:7][C:8](=[O:15])[c:9]2[c:10]1[cH:11][cH:12][cH:13][cH:14]2)[N:31]1[CH2:30][CH:29]([CH2:28][CH2:27][N:20]2[CH2:21][CH2:22][CH2:23][CH2:24][CH2:25][CH2:26]2)[CH2:34][CH2:33][CH2:32]1.[ClH:1]. Reactants: CC12CCC(=O)C=C1C=CC3C2CCC4(C3CCC45CCC(=O)O5)C (17-hydroxy-3-oxo-17α-pregna-4,6-diene- 21-carboxylic acid γ-lactone), CN1C(CCC1)=O (N-methyl-2-pyrrolidone), O.C1(=CC=C(C=C1)S(=O)(=O)O)C (p-toluene-sulfonic acid monohydrate), C(C)(=S)O (thioacetic acid). Run in O (water), C(C)(=O)O (acetic acid). Conditions: temperature 80 celsius, time 2 hour. The product is CC(=O)S[C@@H]1CC2=CC(=O)CC[C@@]2([C@@H]3[C@@H]1[C@@H]4CC[C@]5([C@]4(CC3)C)CCC(=O)O5)C (spironolactone). RXN SMILES: [CH3:1][C:2]12[CH:12]3[CH2:13][CH2:14][C:15]4([CH3:25])[C:19]5([O:24][C:22](=[O:23])[CH2:21][CH2:20]5)[CH2:18][CH2:17][CH:16]4[CH:11]3[CH:10]=[CH:9][C:8]1=[CH:7][C:5](=[O:6])[CH2:4][CH2:3]2.CN1CCCC1=O.O.C1(C)C=CC(S(O)(=O)=O)=CC=1.[C:45]([OH:48])(=[S:47])[CH3:46]>O.C(O)(=O)C>[CH3:46][C:45]([S:47][C@H:10]1[C@H:11]2[C@H:16]3[C@:15]([CH3:25])([CH2:14][CH2:13][C@@H:12]2[C@:2]2([CH3:1])[C:8](=[CH:7][C:5]([CH2:4][CH2:3]2)=[O:6])[CH2:9]1)[C@@:19]1([O:24][C:22](=[O:23])[CH2:21][CH2:20]1)[CH2:18][CH2:17]3)=[O:48] |f:2.3|. Reported procedure: A mixture of 5.00 g of 17-hydroxy-3-oxo-17α-pregna-4,6-diene- 21-carboxylic acid γ-lactone (99.5% purity, 14.6 mmole), 15 ml of N-methyl-2-pyrrolidone and 228 mg of p-toluene-sulfonic acid monohydrate was heated to 80° C. in a nitrogen atmosphere. Then 3.0 ml of thioacetic acid was added and the mixture was stirred for 2 hours. At a temperature of 80° C., 5 ml of acetic acid was added followed by dropwise addition of 15 ml of water over 5 minutes. After completion of the dropwise addition, the r... Starting materials: ClCCl, CN(C)Cc1nc(CSCCN)cs1, O=[N+]([O-])C=C(Oc1ccccc1)Oc1ccccc1. Yields the product CN(C)Cc1nc(CSCCNC(=C[N+](=O)[O-])Oc2ccccc2)cs1. RXN SMILES: [CH2:34]([Cl:35])[Cl:36].[NH2:1][CH2:2][CH2:3][S:4][CH2:5][c:6]1[n:7][c:8]([CH2:11][N:12]([CH3:13])[CH3:14])[s:9][cH:10]1.[O:15]([c:16]1[cH:17][cH:18][cH:19][cH:20][cH:21]1)[C:22](=[CH:23][N+:24](=[O:25])[O-:26])[O:27][c:28]1[cH:29][cH:30][cH:31][cH:32][cH:33]1>>[NH:1]([CH2:2][CH2:3][S:4][CH2:5][c:6]1[n:7][c:8]([CH2:11][N:12]([CH3:13])[CH3:14])[s:9][cH:10]1)[C:22]([O:15][c:16]1[cH:17][cH:18][cH:19][cH:20][cH:21]1)=[CH:23][N+:24](=[O:25])[O-:26]. Starting materials: C(CC(=O)O)(=O)O.C(C)[K] (Ethyl potassium malonate), [Mg+2].[Cl-].[Cl-] (MgCl2), COC(=O)N1C(CC(CC1)C(=O)O)C1=CC(=C(C=C1)C(F)(F)F)C (1-(Methoxycarbonyl)-2-(3-methyl-4-(trifluoromethyl)phenyl)piperidine-4-carboxylic acid), COC(=O)N1C(CC(CC1)C(=O)O)C1=CC(=C(C=C1)C(F)(F)F)C (1-(Methoxycarbonyl)-2-(3-methyl-4-(trifluoromethyl)phenyl)piperidine-4-carboxylic acid), C(=O)(N1C=NC=C1)N1C=NC=C1 (carbonyldiimidazole). Solvent: C1CCOC1 (THF), C1CCOC1 (THF), C(C)OCC (diethyl ether), O (water). Run at temperature 50 celsius, time 4 hour. The product is C(C)OC(CC(=O)[C@H]1C[C@@H](N(CC1)C(=O)OC)C1=CC(=C(C=C1)C(F)(F)F)C)=O (Trans-methyl 4-(3-ethoxy-3-oxopropanoyl)-2-(3-methyl-4-(trifluoromethyl)phenyl)-piperidine-1-carboxylate), C(C)OC(CC(=O)[C@@H]1C[C@@H](N(CC1)C(=O)OC)C1=CC(=C(C=C1)C(F)(F)F)C)=O (cis-methyl 4-(3-ethoxy-3-oxopropanoyl)-2-(3-methyl-4-(trifluoromethyl)phenyl)piperidine-1-carboxylate). The yield is 44.0%. RXN SMILES: [C:1]([OH:7])(=O)[CH2:2][C:3]([OH:5])=[O:4].[CH2:8]([K])[CH3:9].[Mg+2].[Cl-].[Cl-].[CH3:14][O:15][C:16]([N:18]1[CH2:23][CH2:22][CH:21]([C:24]([OH:26])=O)[CH2:20][CH:19]1[C:27]1[CH:32]=[CH:31][C:30]([C:33]([F:36])([F:35])[F:34])=[C:29]([CH3:37])[CH:28]=1)=[O:17].C(N1C=CN=C1)(N1[CH:44]=[CH:43]N=C1)=O>C(OCC)C.O.C1COCC1>[CH2:8]([O:5][C:3](=[O:4])[CH2:2][C:1]([C@@H:21]1[CH2:22][CH2:23][N:18]([C:16]([O:15][CH3:14])=[O:17])[C@@H:19]([C:27]2[CH:32]=[CH:31][C:30]([C:33]([F:34])([F:35])[F:36])=[C:29]([CH3:37])[CH:28]=2)[CH2:20]1)=[O:7])[CH3:9].[CH2:43]([O:5][C:3](=[O:4])[CH2:2][C:24]([C@H:21]1[CH2:22][CH2:23][N:18]([C:16]([O:15][CH3:14])=[O:17])[C@@H:19]([C:27]2[CH:32]=[CH:31][C:30]([C:33]([F:35])([F:36])[F:34])=[C:29]([CH3:37])[CH:28]=2)[CH2:20]1)=[O:26])[CH3:44] |f:0.1,2.3.4|. Procedure details: Ethyl potassium malonate (1.567 g, 9.21 mmol) and MgCl2 (0.731 g, 7.67 mmol) were added to dry THF (50 mL). The reaction flask was stirred vigorously for 4 h at 50° C. (flask 1). 1-(Methoxycarbonyl)-2-(3-methyl-4-(trifluoromethyl)phenyl)piperidine-4-carboxylic acid (2.65 g, 7.67 mmol) (reference compound 29) and carbonyldiimidazole (1.867 g, 11.51 mmol) were added to dry THF (50 mL) at room temperature (flask 2). The contents of flask 2 was added to flask 1 and the resulting mixture stirred at r... Reactants: NC1=NC(c2cccc(Br)c2)(c2ccncc2F)c2ccccc21, OB(O)c1cncnc1. Yields the product NC1=NC(c2cccc(-c3cncnc3)c2)(c2ccncc2F)c2ccccc21. RXN SMILES: [Br:1][c:2]1[cH:3][c:4]([C:8]2([c:18]3[c:19]([F:24])[cH:20][n:21][cH:22][cH:23]3)[N:9]=[C:10]([NH2:17])[c:11]3[cH:12][cH:13][cH:14][cH:15][c:16]32)[cH:5][cH:6][cH:7]1.[n:25]1[cH:26][n:27][cH:28][c:29]([B:31]([OH:32])[OH:33])[cH:30]1>>[c:2]1(-[c:29]2[cH:28][n:27][cH:26][n:25][cH:30]2)[cH:3][c:4]([C:8]2([c:18]3[c:19]([F:24])[cH:20][n:21][cH:22][cH:23]3)[N:9]=[C:10]([NH2:17])[c:11]3[cH:12][cH:13][cH:14][cH:15][c:16]32)[cH:5][cH:6][cH:7]1. The reactants are CCOC(=O)C(C)(C)Oc1cccc(C#N)c1, CC(=O)O, CCO. The product is CCOC(=O)C(C)(C)Oc1cccc(CN)c1. As a reaction SMILES: [CH2:1]([CH3:2])[O:3][C:4]([C:5]([CH3:6])([CH3:7])[O:8][c:9]1[cH:10][c:11]([C:15]#[N:16])[cH:12][cH:13][cH:14]1)=[O:17].[CH3:18][C:19](=[O:20])[OH:21].[CH3:22][CH2:23][OH:24]>>[CH2:1]([CH3:2])[O:3][C:4]([C:5]([CH3:6])([CH3:7])[O:8][c:9]1[cH:10][c:11]([CH2:15][NH2:16])[cH:12][cH:13][cH:14]1)=[O:17].